This data is from the Open Reaction Database (ORD), a public repository of structured organic reaction records. The task is: describe an organic reaction: reactants, conditions, products, and yield As a reaction SMILES: [CH3:31][OH:32].[K+:34].[N:1](=[N+:2]=[N-:3])[CH2:4][c:5]1[n:6][c:7]([C:27](=[O:28])[O:29][CH3:30])[c:8]2[n:9]1-[c:10]1[c:11]([cH:22][c:23]([Cl:26])[cH:24][cH:25]1)[C:12]([c:15]1[c:16]([Cl:21])[cH:17][cH:18][cH:19][cH:20]1)=[N:13][CH2:14]2.[OH-:33].[OH2:35]>>[N:1](=[N+:2]=[N-:3])[CH2:4][c:5]1[n:6][c:7]([C:27](=[O:28])[OH:29])[c:8]2[n:9]1-[c:10]1[c:11]([cH:22][c:23]([Cl:26])[cH:24][cH:25]1)[C:12]([c:15]1[c:16]([Cl:21])[cH:17][cH:18][cH:19][cH:20]1)=[N:13][CH2:14]2. Reactants: CO, [K+], COC(=O)c1nc(CN=[N+]=[N-])n2c1CN=C(c1ccccc1Cl)c1cc(Cl)ccc1-2, [OH-], O. The product is [N-]=[N+]=NCc1nc(C(=O)O)c2n1-c1ccc(Cl)cc1C(c1ccccc1Cl)=NC2. The reactants are CC1(CCC(C=2C=CC(=CC12)C#CC1=CC=C(C(=O)OCC)C=C1)=O)C (ethyl 4-[(5,6,7,8-tetrahydro-8,8-dimethyl-5-oxonaphth-2-yl)ethynyl]benzoate), CC1(CCC(C=2C=CC(=CC12)C#CC1=CC=C(C(=O)OCC)C=C1)=O)C (ethyl 4-[(5,6,7,8-tetrahydro-8,8-dimethyl-5-oxonaphth-2-yl)ethynyl]benzoate), [Li+].[OH-] (LiOH). Run in C1CCOC1 (THF), C(C)O (ethanol). Run at time 4 hour. The product is CC1(CCC(C=2C=CC(=CC12)C#CC1=CC=C(C(=O)O)C=C1)=O)C (4-[(5,6,7,8-tetrahydro-8,8-dimethyl-5-oxonaphth-2-yl)ethynyl]benzoic acid). Reaction SMILES: [CH3:1][C:2]1([CH3:26])[C:11]2[CH:10]=[C:9]([C:12]#[C:13][C:14]3[CH:24]=[CH:23][C:17]([C:18]([O:20]CC)=[O:19])=[CH:16][CH:15]=3)[CH:8]=[CH:7][C:6]=2[C:5](=[O:25])[CH2:4][CH2:3]1.[Li+].[OH-]>C1COCC1.C(O)C>[CH3:1][C:2]1([CH3:26])[C:11]2[CH:10]=[C:9]([C:12]#[C:13][C:14]3[CH:15]=[CH:16][C:17]([C:18]([OH:20])=[O:19])=[CH:23][CH:24]=3)[CH:8]=[CH:7][C:6]=2[C:5](=[O:25])[CH2:4][CH2:3]1 |f:1.2|. Procedure: To a suspension of 0.30 g (0.87 mmol) of ethyl 4-[(5,6,7,8-tetrahydro-8,8-dimethyl-5-oxonaphth-2-yl)ethynyl]benzoate (Compound 1) in 4 ml of THF and 2 ml of ethanol was added 2 ml (2 mmol) of LiOH (1N aqueous solution). The reaction mixture was stirred at room temperature for 4 hours, concentrated in vacuo to near dryness, partitioned between EtOAc and 1 ml of water and acidified to pH 4 with 10% HCl. The aqueous layer was extracted with EtOAc and then the organic layer was dried over Na2SO4 and... Starting materials: COC(CC(C)=O)=O (3-oxo-butyric acid methyl ester), R3—(CH2)m—NH2, N1(CCCCC1)N (1-piperidinamine), ClC1=C(C=C(C=C1)C(F)(F)F)C(CBr)=O (1-(2-chloro-5-trifluoromethyl-phenyl)-2-bromo-ethanone), C1(CC1)CCN (2-cyclopropyl-ethylamine). The product is N1(CCCCC1)NC(=O)C1=C(N(C(=C1)C1=C(C=CC(=C1)C(F)(F)F)Cl)CCC1CC1)C (5-(2-Chloro-5-trifluoromethyl-phenyl)-1-(2-cyclopropyl-ethyl)-2-methyl-1H-pyrrole-3-carboxylic acid piperidin-1-ylamide). RXN SMILES: C[O:2][C:3](=O)[CH2:4][C:5](=O)[CH3:6].[Cl:9][C:10]1[CH:15]=[CH:14][C:13]([C:16]([F:19])([F:18])[F:17])=[CH:12][C:11]=1[C:20](=O)[CH2:21]Br.[CH:24]1([CH2:27][CH2:28][NH2:29])[CH2:26][CH2:25]1.[N:30]1([NH2:36])[CH2:35][CH2:34][CH2:33][CH2:32][CH2:31]1>>[N:30]1([NH:36][C:3]([C:4]2[CH:21]=[C:20]([C:11]3[CH:12]=[C:13]([C:16]([F:19])([F:18])[F:17])[CH:14]=[CH:15][C:10]=3[Cl:9])[N:29]([CH2:28][CH2:27][CH:24]3[CH2:26][CH2:25]3)[C:5]=2[CH3:6])=[O:2])[CH2:35][CH2:34][CH2:33][CH2:32][CH2:31]1. Procedure: The title compound was synthesized in analogy to Example 68, using 3-oxo-butyric acid methyl ester as compound of formula R, 1-(2-chloro-5-trifluoromethyl-phenyl)-2-bromo-ethanone as compound of formula S, 2-cyclopropyl-ethylamine as R3—(CH2)m—NH2 and 1-piperidinamine as R1R2NH, MS (ISP) 454.5 (M+H)+. Reactants: [O-]Cl, Cc1ccc(CSc2nc3cc4c(cc3[nH]2)OC(F)C(F)(F)O4)nc1, [Na+], [Na+], [Na+], [Na+], [Na+], C1COCCO1, [OH-], O, O=P([O-])(O)O, O=S([O-])S(=O)[O-]. Yields the product Cc1ccc(CS(=O)c2nc3cc4c(cc3[nH]2)OC(F)C(F)(F)O4)nc1. Reaction SMILES: [Cl:28][O-:29].[F:3][C:4]1([F:27])[CH:5]([F:26])[O:6][c:7]2[c:8]([cH:9][c:10]3[c:11]([nH:12][c:13]([S:15][CH2:16][c:17]4[n:18][cH:19][c:20]([CH3:23])[cH:21][cH:22]4)[n:14]3)[cH:24]2)[O:25]1.[Na+:2].[Na+:30].[Na+:37].[Na+:38].[Na+:44].[O:45]1[CH2:46][CH2:47][O:48][CH2:49][CH2:50]1.[OH-:1].[OH2:51].[P:39]([O-:40])([OH:41])([OH:42])=[O:43].[S:31](=[O:32])([S:33]([O-:34])=[O:35])[O-:36]>>[F:3][C:4]1([F:27])[CH:5]([F:26])[O:6][c:7]2[c:8]([cH:9][c:10]3[c:11]([nH:12][c:13]([S:15]([CH2:16][c:17]4[n:18][cH:19][c:20]([CH3:23])[cH:21][cH:22]4)=[O:32])[n:14]3)[cH:24]2)[O:25]1. Starting materials: COC=1C=C(C(=O)O)C=C(C1OC)OC (3,4,5-trimethoxy benzoic acid), Cl (HCl), CN(CCCNCC(=CC1=CC=CC=C1)C)C (N,N-Dimethyl-N′-(2-methyl-3-phenyl-ally)-propane-1,3-diamine), F[B-](F)(F)F.N1(N=NC2=C1C=CC=C2)OC(=[N+](C)C)N(C)C (O-(benzotriazole-1-yl)-N,N,N′,N′-tetramethyluronium tetrafluoroborate). The product is CN(CCCN(C(C1=CC(=C(C(=C1)OC)OC)OC)=O)CC(=CC1=CC=CC=C1)C)C (N-(3-Dimethylamino-propyl)-3,4,5-trimethoxy-N-(2-methyl-3-phenyl-ally)-benzamide). Yield: 13.0%. Reaction SMILES: [CH3:1][O:2][C:3]1[CH:4]=[C:5]([CH:9]=[C:10]([O:14][CH3:15])[C:11]=1[O:12][CH3:13])[C:6]([OH:8])=O.[CH3:16][N:17]([CH3:32])[CH2:18][CH2:19][CH2:20][NH:21][CH2:22][C:23]([CH3:31])=[CH:24][C:25]1[CH:30]=[CH:29][CH:28]=[CH:27][CH:26]=1.F[B-](F)(F)F.N1(OC(N(C)C)=[N+](C)C)C2C=CC=CC=2N=N1.Cl>>[CH3:32][N:17]([CH3:16])[CH2:18][CH2:19][CH2:20][N:21]([CH2:22][C:23]([CH3:31])=[CH:24][C:25]1[CH:30]=[CH:29][CH:28]=[CH:27][CH:26]=1)[C:6](=[O:8])[C:5]1[CH:9]=[C:10]([O:14][CH3:15])[C:11]([O:12][CH3:13])=[C:3]([O:2][CH3:1])[CH:4]=1 |f:2.3|. Reported procedure: Experimental condition analogous to Example 13 were used with 3,4,5-trimethoxy benzoic acid, 0.65 g (3 mmol), and N,N-Dimethyl-N′-(2-methyl-3-phenyl-ally)-propane-1,3-diamine, 0.6 g (2.5 mmol) and O-(benzotriazole-1-yl)-N,N,N′,N′-tetramethyluronium tetrafluoroborate 1.5 g (5 mmol) to give 130 mg of a white solid as a HCl salt. Yield: 13%. Starting materials: [N+](=O)([O-])CC(=O)C1=C(C=C(C(=C1)F)F)F (2-nitro-1-(2,4,5-trifluorophenyl)ethanone), ICC(=C)CI (3-iodo-2-(iodomethyl)prop-1-ene). Solvent: CN(C=O)C (N,N-dimethylformamide), C(C)(C)N(C(C)C)CC (N,N-diisopropylethylamine). Reaction conditions: temperature 60 celsius. Product: C=C1COC(=C(C1)[N+](=O)[O-])C1=C(C=C(C(=C1)F)F)F (3-methylene-5-nitro-6-(2,4,5-trifluorophenyl)-3,4-dihydro-2H-pyran). RXN SMILES: [N+:1]([CH2:4][C:5]([C:7]1[CH:12]=[C:11]([F:13])[C:10]([F:14])=[CH:9][C:8]=1[F:15])=[O:6])([O-:3])=[O:2].I[CH2:17][C:18]([CH2:20]I)=[CH2:19]>CN(C)C=O.C(N(CC)C(C)C)(C)C>[CH2:17]=[C:18]1[CH2:20][C:4]([N+:1]([O-:3])=[O:2])=[C:5]([C:7]2[CH:12]=[C:11]([F:13])[C:10]([F:14])=[CH:9][C:8]=2[F:15])[O:6][CH2:19]1. Procedure: A mixture of 3-chloro-2-(chloromethyl)prop-1-ene (1.0 g, 8 mmol) and sodium iodide (6.6 g, 44 mmol) in acetone (60 mL) was stirred at room temperature for 20 hours, evaporated under reduced pressure and dissolved in dichloromethane (150 mL) and water (50 mL). The organic layer was dried over sodium sulfate, filtered and evaporated to yield 3-iodo-2-(iodomethyl)prop-1-ene as a reddish oil (2.45 g). To a solution of 2-nitro-1-(2,4,5-trifluorophenyl)ethanone (110 mg, 0.5 mmol) in N,N-dimethylformam... The reactants are F[C@H]1[C@H]([C@H](OC)O[C@@H]([C@H]1O)CO)O (Methyl 3-deoxy-3-fluoro-β-D-allopyranoside), F[C@H]1[C@H]([C@H](OC)O[C@@H]([C@H]1O)CO)O (methyl 3-deoxy-3-fluoro-β-D-allopyranoside). Run in O (water), Cl (hydrochloric acid). Reaction conditions: time 8 hour. The product is F[C@H]1[C@H](C(O)O[C@@H]([C@H]1O)CO)O (3-deoxy-3-fluoro-D-allopyranose). Yield: 97.2%. RXN SMILES: [F:1][C@@H:2]1[C@H:9]([OH:10])[C@@H:8]([CH2:11][OH:12])[O:7][C@@H:4]([O:5]C)[C@@H:3]1[OH:13]>Cl.O>[F:1][C@@H:2]1[C@H:9]([OH:10])[C@@H:8]([CH2:11][OH:12])[O:7][CH:4]([OH:5])[C@@H:3]1[OH:13]. Procedure details: Methyl 3-deoxy-3-fluoro-β-D-allopyranoside (24.5 g) [compound (1); this compound is described in "J. Org. Chem.", 48, pp. 4734-4743 (1983) by Peter J. Card et al.] was dissolved in 6M hydrochloric acid (500 ml) and the solution was allowed to stand at 70° C. for 8 hours (for hydrolysis reaction). The resulting reaction solution was concentrated and the syrup so obtained was dissolved in water (400 ml). The solution was neutralized with addition of ion-exchange resin, Dowex 1×2(OH- form) (100-200... The reactants are ClC1=C(C=C(C=C1)N1CCN(CC1)C(CN1N=CC=2C1=NC=C(C2)[N+](=O)[O-])=O)OC (1-[4-(4-chloro-3-methoxy-phenyl)-piperazin-1-yl]-2-(5-nitro-pyrazolo[3,4-b]pyridine-1-yl]ethanone). The reagents and catalysts are [Fe] (iron). Solvent: C(C)(=O)O (acetic acid), CCOC(=O)C (EtOAc). Yields the product ClC1=C(C=C(C=C1)N1CCN(CC1)C(CN1N=CC=2C1=NC=C(C2)N)=O)OC (1-[4-(4-chloro-3-methoxy-phenyl)-piperazin-1-yl]-2-(5-amino-pyrazolo[3,4-b]pyridine-1-yl]-ethanone). Reaction SMILES: [Cl:1][C:2]1[CH:7]=[CH:6][C:5]([N:8]2[CH2:13][CH2:12][N:11]([C:14](=[O:28])[CH2:15][N:16]3[C:20]4=[N:21][CH:22]=[C:23]([N+:25]([O-])=O)[CH:24]=[C:19]4[CH:18]=[N:17]3)[CH2:10][CH2:9]2)=[CH:4][C:3]=1[O:29][CH3:30]>C(O)(=O)C.CCOC(C)=O.[Fe]>[Cl:1][C:2]1[CH:7]=[CH:6][C:5]([N:8]2[CH2:9][CH2:10][N:11]([C:14](=[O:28])[CH2:15][N:16]3[C:20]4=[N:21][CH:22]=[C:23]([NH2:25])[CH:24]=[C:19]4[CH:18]=[N:17]3)[CH2:12][CH2:13]2)=[CH:4][C:3]=1[O:29][CH3:30]. Procedure details: 1-[4-(4-chloro-3-methoxy-phenyl)-piperazin-1-yl]-2-(5-nitro-pyrazolo[3,4-b]pyridine-1-yl]ethanone (15 mg) is combined with 200 mg of iron powder in 2 mL of acetic acid at 100° C. for 30 min. After cooling to rt, the reaction solution was diluted with EtOAc and filtered. The filtrate was evaporated in vacuo and purified by HPLC to provide 1-[4-(4-chloro-3-methoxy-phenyl)-piperazin-1-yl]-2-(5-amino-pyrazolo[3,4-b]pyridine-1-yl]-ethanone: HPLC retention time=1.46 minutes (Agilent Zorbax SB-C18, 2.1... The reactants are [N+](=O)([O-])C=1C=NC=C(C1)[N+](=O)[O-] (3,5-dinitro-pyridine), CCOCC (ether), CN1C(CCC1)CO (1-Methylpyrrolidinylmethanol), [H-].[Na+] (NaH). Run in CN(C)C=O (DMF), O.[Cl-].[Na+].O (water brine). Run at time 30 minute. Product: [N+](=O)([O-])C=1C=C(C=NC1)OC[C@H]1N(CCC1)C (5-Nitro-3-(1-methyl-2(S)-pyrrolidinylmethoxy)pyridine). Isolated yield 7.6%. Reaction SMILES: [CH3:1][N:2]1[CH2:6][CH2:5][CH2:4][CH:3]1[CH2:7][OH:8].[H-].[Na+].[N+:11]([C:14]1[CH:15]=[N:16][CH:17]=[C:18]([N+]([O-])=O)[CH:19]=1)([O-:13])=[O:12].CCOCC>CN(C=O)C.O.[Cl-].[Na+].O>[N+:11]([C:14]1[CH:19]=[C:18]([O:8][CH2:7][C@@H:3]2[CH2:4][CH2:5][CH2:6][N:2]2[CH3:1])[CH:17]=[N:16][CH:15]=1)([O-:13])=[O:12] |f:1.2,6.7.8.9|. Reported procedure: 1-Methylpyrrolidinylmethanol (0.46 ml, 3.9 mmol) was added to a suspension of NaH in DMF at room temperature. After stirring at room temperature for 30 minutes, 3,5-dinitro-pyridine (0.34 g, 4 mmol) was added, and the mixture was allowed to stir at room temperature for 16 hours. The mixture was diluted with 1:1 water/brine, and the aqueous solution was extrated with ether. The combined ether layers were dried over MgSO4, filtered and concentrated. The residue was chromatographed, eluting with CH... Starting materials: [H][H] (hydrogen), FC(C=1C=CC=C(C1)C(F)(F)F)(F)F (3,5-bis(trifluoromethyl)benzene), BrC=1C=C(C(=O)Cl)C=CC1OC(F)(F)F (3-bromo-4-trifluoromethoxybenzoyl chloride), [H][H] (hydrogen). The solvent is O (water). Reaction conditions: temperature 105 celsius. The product is BrC=1C=C(C=O)C=CC1OC(F)(F)F (3-bromo-4-trifluoromethoxybenzaldehyde). Yield: 74.0%. Reaction SMILES: FC(F)(F)C1C=CC=C(C(F)(F)F)C=1.[Br:15][C:16]1[CH:17]=[C:18]([CH:22]=[CH:23][C:24]=1[O:25][C:26]([F:29])([F:28])[F:27])[C:19](Cl)=[O:20].[H][H]>O>[Br:15][C:16]1[CH:17]=[C:18]([CH:22]=[CH:23][C:24]=1[O:25][C:26]([F:27])([F:28])[F:29])[CH:19]=[O:20]. Reported procedure: 0.5 g of 5% palladium on barium sulfate (recovered from Example 1) and 48 g of 3-bromo-4-trifluoromethoxybenzoyl chloride were placed in a reaction vessel at room temperature with exclusion of water. A gentle stream of hydrogen gas was then introduced at atmospheric pressure. The mixture was subsequently heated to 100-110° C. and hydrogen gas was introduced continuously at atmospheric pressure. After liberation of acidic offgases had ceased (11 hours), the mixture was cooled to room temperature,...